Dataset: the Open Reaction Database (ORD), a public repository of structured organic reaction records. Task: describe an organic reaction: reactants, conditions, products, and yield Reactants: Brc1cc2ccccc2o1, CCCC[Sn](CCCC)(CCCC)c1ccccn1, [Cl-], [Li+], CN(C)C=O, O, c1ccc(P(c2ccccc2)c2ccccc2)cc1. Product: c1ccc(-c2cc3ccccc3o2)nc1. As a reaction SMILES: [Br:1][c:2]1[o:3][c:4]2[c:5]([cH:6]1)[cH:7][cH:8][cH:9][cH:10]2.[CH2:11]([Sn:12]([CH2:13][CH2:14][CH2:15][CH3:22])([c:16]1[n:17][cH:18][cH:19][cH:20][cH:21]1)[CH2:23][CH2:24][CH2:25][CH3:26])[CH2:27][CH2:28][CH3:29].[Cl-:50].[Li+:49].[O:51]=[CH:52][N:53]([CH3:54])[CH3:55].[OH2:56].[c:30]1([P:31]([c:32]2[cH:33][cH:34][cH:35][cH:36][cH:37]2)[c:38]2[cH:39][cH:40][cH:41][cH:42][cH:43]2)[cH:44][cH:45][cH:46][cH:47][cH:48]1>>[c:2]1(-[c:16]2[n:17][cH:18][cH:19][cH:20][cH:21]2)[o:3][c:4]2[c:5]([cH:6]1)[cH:7][cH:8][cH:9][cH:10]2. Starting materials: CO, CC(=O)O, CO, CC(C)O, Nc1c(CO)cc(Cl)cc1[N+](=O)[O-], O, O. The product is Nc1cc(Cl)cc(CO)c1N. As a reaction SMILES: [CH3:14][OH:15].[CH3:16][C:17](=[O:18])[OH:19].[CH3:26][OH:27].[CH:20]([OH:21])([CH3:22])[CH3:23].[NH2:1][c:2]1[c:3]([CH2:12][OH:13])[cH:4][c:5]([Cl:11])[cH:6][c:7]1[N+:8]([O-:9])=[O:10].[OH2:24].[OH2:25]>>[NH2:1][c:2]1[c:3]([CH2:12][OH:13])[cH:4][c:5]([Cl:11])[cH:6][c:7]1[NH2:8]. Reactants: ClCC1CO1, O=Cc1c(Cl)cc(O)cc1Cl, [Na+], [OH-]. Product: O=Cc1c(Cl)cc(OCC2CO2)cc1Cl. As a reaction SMILES: [Cl:12][CH2:13][CH:14]1[CH2:15][O:16]1.[Cl:1][c:2]1[c:3]([CH:4]=[O:5])[c:6]([Cl:11])[cH:7][c:8]([OH:10])[cH:9]1.[Na+:18].[OH-:17]>>[Cl:1][c:2]1[c:3]([CH:4]=[O:5])[c:6]([Cl:11])[cH:7][c:8]([O:10][CH2:13][CH:14]2[CH2:15][O:16]2)[cH:9]1. Reactants: ClC1=CC=C(C(=O)N2C(CC3=CC(=CC=C23)OC)(C=O)C)C=C1 (1-(4-chlorobenzoyl)-5-methoxy-2-methylindolecarboxaldehyde), S1C(=S)N(C(=O)C1)CC(=O)O (rhodanine 3-acetic acid), NCCC(=O)O (β-alanine). The solvent is C(C)(=O)O (acetic acid). Product: ClC1=CC=C(C(=O)N2C(=C(C3=CC(=CC=C23)OC)\C=C/2\C(N(C(S2)=S)CC(=O)O)=O)C)C=C1 ((Z)-5-[[1-(4-chlorobenzoyl)-5-methoxy-2-methyl-1H-indol-3-yl]methylene]-4-oxo-2-thioxo-3-thiazolidine acetic acid). Isolated yield 57.5%. Reaction SMILES: [Cl:1][C:2]1[CH:23]=[CH:22][C:5]([C:6]([N:8]2[C:16]3[C:11](=[CH:12][C:13]([O:17][CH3:18])=[CH:14][CH:15]=3)[CH2:10][C:9]2([CH3:21])C=O)=[O:7])=[CH:4][CH:3]=1.[S:24]1[CH2:30][C:28](=[O:29])[N:27]([CH2:31][C:32]([OH:34])=[O:33])[C:25]1=[S:26].N[CH2:36]CC(O)=O>C(O)(=O)C>[Cl:1][C:2]1[CH:3]=[CH:4][C:5]([C:6]([N:8]2[C:16]3[C:11](=[CH:12][C:13]([O:17][CH3:18])=[CH:14][CH:15]=3)[C:10](/[CH:36]=[C:30]3/[C:28](=[O:29])[N:27]([CH2:31][C:32]([OH:34])=[O:33])[C:25](=[S:26])[S:24]/3)=[C:9]2[CH3:21])=[O:7])=[CH:22][CH:23]=1. Reported procedure: To a room temperature solution of 1-(4-chlorobenzoyl)-5-methoxy-2-methylindolecarboxaldehyde (535 mg, 1.63 mmols) and rhodanine 3-acetic acid (345 mg, 1.80 mmols) in 15 mL of acetic acid is added β-alanine (142 mg, 1.59 mmols). The solution is heated at reflux for 1.5 hours, then allowed to cool to room temperature. Filtration, washing with acetic acid, then hexane, provides 458 mg (56%) of (Z)-5-[[1-(4-chlorobenzoyl)-5-methoxy-2-methyl-1H-indol-3-yl]methylene]-4-oxo-2-thioxo-3-thiazolidine acet...